From a dataset of the Open Reaction Database (ORD), a public repository of structured organic reaction records. describe an organic reaction: reactants, conditions, products, and yield RXN SMILES: [Br:1][c:2]1[n:3][cH:4][c:5]([CH3:26])[cH:6][c:7]1[N:8]([S:9](=[O:10])(=[O:11])[c:12]1[cH:13][c:14]([C:19]([F:20])([F:21])[F:22])[c:15]([Cl:18])[cH:16][cH:17]1)[CH2:23][O:24][CH3:25].[CH2:37]1[O:38][CH2:39][CH2:40][CH2:41]1.[CH3:32][N:33]([CH:34]=[O:35])[CH3:36].[CH:28]([Mg+:29])([CH3:30])[CH3:31].[Cl-:27]>>[c:2]1([CH:34]=[O:35])[n:3][cH:4][c:5]([CH3:26])[cH:6][c:7]1[N:8]([S:9](=[O:10])(=[O:11])[c:12]1[cH:13][c:14]([C:19]([F:20])([F:21])[F:22])[c:15]([Cl:18])[cH:16][cH:17]1)[CH2:23][O:24][CH3:25]. Reactants: COCN(c1cc(C)cnc1Br)S(=O)(=O)c1ccc(Cl)c(C(F)(F)F)c1, C1CCOC1, CN(C)C=O, CC(C)[Mg+], [Cl-]. Yields the product COCN(c1cc(C)cnc1C=O)S(=O)(=O)c1ccc(Cl)c(C(F)(F)F)c1. Starting materials: CN(/C=C/C(=O)C1=NN(C=CC1=O)C1=CC(=CC=C1)S(=O)(=O)N1CCCC1)C (3-((E)-3-Dimethylamino-acryloyl)-1-[3-(pyrrolidine-1-sulfonyl)-phenyl]-1H-pyridazin-4-one), ClC=1C=C2C(=CC=NC2=CC1)NN ((6-chloro-quinolin-4-yl)-hydrazine). Product: ClC=1C=C2C(=CC=NC2=CC1)N1N=CC=C1C1=NN(C=CC1=O)C1=CC(=CC=C1)S(=O)(=O)N1CCCC1 (3-[2-(6-Chloro-quinolin-4-yl)-2H-pyrazol-3-yl]-1-[3-(pyrrolidine-1-sulfonyl)-phenyl]-1H-pyridazin-4-one). As a reaction SMILES: CN(C)/[CH:3]=[CH:4]/[C:5]([C:7]1[C:12](=[O:13])[CH:11]=[CH:10][N:9]([C:14]2[CH:19]=[CH:18][CH:17]=[C:16]([S:20]([N:23]3[CH2:27][CH2:26][CH2:25][CH2:24]3)(=[O:22])=[O:21])[CH:15]=2)[N:8]=1)=O.[Cl:29][C:30]1[CH:31]=[C:32]2[C:37](=[CH:38][CH:39]=1)[N:36]=[CH:35][CH:34]=[C:33]2[NH:40][NH2:41]>>[Cl:29][C:30]1[CH:31]=[C:32]2[C:37](=[CH:38][CH:39]=1)[N:36]=[CH:35][CH:34]=[C:33]2[N:40]1[C:5]([C:7]2[C:12](=[O:13])[CH:11]=[CH:10][N:9]([C:14]3[CH:19]=[CH:18][CH:17]=[C:16]([S:20]([N:23]4[CH2:27][CH2:26][CH2:25][CH2:24]4)(=[O:21])=[O:22])[CH:15]=3)[N:8]=2)=[CH:4][CH:3]=[N:41]1. Procedure: The product was obtained starting from 3-((E)-3-Dimethylamino-acryloyl)-1-[3-(pyrrolidine-1-sulfonyl)-phenyl]-1H-pyridazin-4-one (A-29) and (6-chloro-quinolin-4-yl)-hydrazine according to the method described for example 91. MS: M=533.1 (M+H)+ Reactants: CC(C)CN(C(=O)c1cnc(C(C)(C)C)nc1NCc1ccco1)C(CNC(=O)OC(C)(C)C)C(=O)O, O=C([O-])O, CCN(C(C)C)C(C)C, NCCO, [Na+], CN(C)C=O. Yields the product CC(C)CN(C(=O)c1cnc(C(C)(C)C)nc1NCc1ccco1)C(CNC(=O)OC(C)(C)C)C(=O)NCCO. RXN SMILES: [C:1]([CH3:2])([CH3:3])([CH3:4])[O:5][C:6](=[O:7])[NH:8][CH2:9][CH:10]([N:11]([CH2:12][CH:13]([CH3:14])[CH3:15])[C:16](=[O:17])[c:18]1[c:19]([NH:28][CH2:29][c:30]2[o:31][cH:32][cH:33][cH:34]2)[n:20][c:21]([C:24]([CH3:25])([CH3:26])[CH3:27])[n:22][cH:23]1)[C:35](=[O:36])[OH:37].[C:56](=[O:57])([O-:58])[OH:59].[CH:42]([N:43]([CH:44]([CH3:45])[CH3:46])[CH2:47][CH3:48])([CH3:49])[CH3:50].[NH2:38][CH2:39][CH2:40][OH:41].[Na+:60].[O:51]=[CH:52][N:53]([CH3:54])[CH3:55]>>[C:1]([CH3:2])([CH3:3])([CH3:4])[O:5][C:6](=[O:7])[NH:8][CH2:9][CH:10]([N:11]([CH2:12][CH:13]([CH3:14])[CH3:15])[C:16](=[O:17])[c:18]1[c:19]([NH:28][CH2:29][c:30]2[o:31][cH:32][cH:33][cH:34]2)[n:20][c:21]([C:24]([CH3:25])([CH3:26])[CH3:27])[n:22][cH:23]1)[C:35](=[O:37])[NH:38][CH2:39][CH2:40][OH:41].